From a dataset of the Open Reaction Database (ORD), a public repository of structured organic reaction records. describe an organic reaction: reactants, conditions, products, and yield Reactants: [Li]CCCC, CI, CCCCCC, CC(C)NC(C)C, FC(F)(F)c1cccc(Cl)n1, C1CCOC1, O. Yields the product Cc1ccc(C(F)(F)F)nc1Cl. RXN SMILES: [CH2:14]([Li:15])[CH2:16][CH2:17][CH3:18].[CH3:30][I:31].[CH3:8][CH2:9][CH2:10][CH2:11][CH2:12][CH3:13].[CH:1]([NH:2][CH:3]([CH3:4])[CH3:5])([CH3:6])[CH3:7].[Cl:19][c:20]1[n:21][c:22]([C:26]([F:27])([F:28])[F:29])[cH:23][cH:24][cH:25]1.[O:32]1[CH2:33][CH2:34][CH2:35][CH2:36]1.[OH2:37]>>[CH3:1][c:25]1[c:20]([Cl:19])[n:21][c:22]([C:26]([F:27])([F:28])[F:29])[cH:23][cH:24]1.